From a dataset of the Open Reaction Database (ORD), a public repository of structured organic reaction records. describe an organic reaction: reactants, conditions, products, and yield Starting materials: [H-].[Na+] (NaH), [NH4+].[Cl-] (NH4Cl), BrC=1C=C(C(=NC1)CC(=O)OC)[N+](=O)[O-] (methyl 2-(5-bromo-3-nitropyridin-2-yl)acetate), [H-].[Na+] (sodium hydride), CN(C)C=O (DMF), BrCCOCCBr (2-bromoethyl ether). The solvent is CCOC(=O)C (EtOAc). Conditions: time 15 minute. The product is BrC=1C=C(C(=NC1)C1(CCOCC1)C(=O)OCC)[N+](=O)[O-] (ethyl 4-(5-bromo-3-nitropyridin-2-yl)tetrahydro-2H-pyran-4-carboxylate). As a reaction SMILES: [Br:1][C:2]1[CH:3]=[C:4]([N+:13]([O-:15])=[O:14])[C:5]([CH2:8][C:9]([O:11][CH3:12])=[O:10])=[N:6][CH:7]=1.[H-].[Na+].Br[CH2:19][CH2:20][O:21][CH2:22][CH2:23]Br.[NH4+].[Cl-].[CH3:27]N(C=O)C>CCOC(C)=O>[Br:1][C:2]1[CH:3]=[C:4]([N+:13]([O-:15])=[O:14])[C:5]([C:8]2([C:9]([O:11][CH2:12][CH3:27])=[O:10])[CH2:23][CH2:22][O:21][CH2:20][CH2:19]2)=[N:6][CH:7]=1 |f:1.2,4.5|. Procedure: To a stirred solution of methyl 2-(5-bromo-3-nitropyridin-2-yl)acetate (2.0 g, 7.27 mmol) in DMF (15 mL) was added sodium hydride (0.384 g, 16.00 mmol) portionwise over 5 min (solution turns dark blue). The reaction was stirred at rt for 15 min and then 2-bromoethyl ether (1.69 mL, 7.27 mmol) was added via syringe over 1 min. The reaction was stirred at rt for 16 h. After this time 0.2 g of NaH was added and the reaction was stirred at rt for 14 h. The reaction was treated with saturated aqueous... Starting materials: Brc1ccccc1, Cc1ccc(O)cn1, CO, CN(C)C=O, CC(C)(C)[O-], [Cu], [K+]. Yields the product Cc1ccc(Oc2ccccc2)cn1. RXN SMILES: [Br:15][c:16]1[cH:17][cH:18][cH:19][cH:20][cH:21]1.[CH3:1][c:2]1[cH:3][cH:4][c:5]([OH:8])[cH:6][n:7]1.[CH3:22][OH:23].[CH3:24][N:25]([CH3:26])[CH:27]=[O:28].[CH3:9][C:10]([CH3:11])([O-:12])[CH3:13].[Cu:29].[K+:14]>>[CH3:1][c:2]1[cH:3][cH:4][c:5]([O:8][c:16]2[cH:17][cH:18][cH:19][cH:20][cH:21]2)[cH:6][n:7]1. Reactants: O=C1CCC(=O)N1Br, O=C(OOC(=O)c1ccccc1)c1ccccc1, ClC(Cl)(Cl)Cl, CCOC(=O)C=C(C)Oc1cccc(C)c1. Product: CCOC(=O)C=C(CBr)Oc1cccc(C)c1. As a reaction SMILES: [Br:17][N:18]1[C:19](=[O:20])[CH2:21][CH2:22][C:23]1=[O:24].[C:25]([O:26][O:27][C:28](=[O:29])[c:30]1[cH:31][cH:32][cH:33][cH:34][cH:35]1)(=[O:36])[c:37]1[cH:38][cH:39][cH:40][cH:41][cH:42]1.[C:43]([Cl:44])([Cl:45])([Cl:46])[Cl:47].[CH2:1]([CH3:2])[O:3][C:4]([CH:5]=[C:6]([CH3:7])[O:8][c:9]1[cH:10][c:11]([CH3:15])[cH:12][cH:13][cH:14]1)=[O:16]>>[CH2:1]([CH3:2])[O:3][C:4]([CH:5]=[C:6]([CH2:7][Br:17])[O:8][c:9]1[cH:10][c:11]([CH3:15])[cH:12][cH:13][cH:14]1)=[O:16]. Reactants: [BH3-]C#N, CCOC(=O)CCC(=O)CC(=O)OCC, ClCCl, CO, O=C[O-], Cl, [NH4+], [Na+]. The product is CCOC(=O)CCC(N)CC(=O)OCC. RXN SMILES: [C:22](#[N:23])[BH3-:24].[CH2:1]([CH3:2])[O:3][C:4]([CH2:5][C:6]([CH2:7][CH2:8][C:9](=[O:10])[O:11][CH2:12][CH3:13])=[O:14])=[O:15].[CH2:27]([Cl:28])[Cl:29].[CH3:16][OH:17].[CH:18]([O-:19])=[O:20].[ClH:26].[NH4+:21].[Na+:25]>>[CH2:1]([CH3:2])[O:3][C:4]([CH2:5][CH:6]([CH2:7][CH2:8][C:9](=[O:10])[O:11][CH2:12][CH3:13])[NH2:23])=[O:15]. The reactants are FC(C=1C=C(C=CC1)NC(=O)C=1C=C2C(=NN=C(C2=CC1)I)I)(F)F (1,4-di-iodo-phthalazine-6-carboxylic acid (3-trifluoromethyl-phenyl)-amide), [OH-].[Na+] (NaOH), O1CCOCC1 (dioxane), Cl (HCl). Run in O (water). Conditions: temperature 50 celsius, time 16 hour. The product is FC(C=1C=C(C=CC1)NC(=O)C=1C=C2C(=NN=C(C2=CC1)I)O)(F)F (1-iodo-4-hydroxy-phthalazine-6-carboxylic acid (3-trifluoromethyl-phenyl)-amide). As a reaction SMILES: [F:1][C:2]([F:25])([F:24])[C:3]1[CH:4]=[C:5]([NH:9][C:10]([C:12]2[CH:13]=[C:14]3[C:19](=[CH:20][CH:21]=2)[C:18]([I:22])=[N:17][N:16]=[C:15]3I)=[O:11])[CH:6]=[CH:7][CH:8]=1.[OH-].[Na+].[O:28]1CCOCC1.Cl>O>[F:1][C:2]([F:25])([F:24])[C:3]1[CH:4]=[C:5]([NH:9][C:10]([C:12]2[CH:13]=[C:14]3[C:19](=[CH:20][CH:21]=2)[C:18]([I:22])=[N:17][N:16]=[C:15]3[OH:28])=[O:11])[CH:6]=[CH:7][CH:8]=1 |f:1.2|. Procedure details: A mixture of 1,4-di-iodo-phthalazine-6-carboxylic acid (3-trifluoromethyl-phenyl)-amide (0.15 g, 0.264 mmol), 2N NaOH (1.32 mL, 2.64 mmol) and dioxane (3 mL) was stirred at 50° C. for 16 h. The reaction mixture was diluted with water, acidified with conc. HCl to ˜pH 4 and extracted with EtOAc (×3). The combined organic phase was washed with brine, dried (Na2SO4) and concentrated to afford 1-iodo-4-hydroxy-phthalazine-6-carboxylic acid (3-trifluoromethyl-phenyl)-amide (27 mg), 1H NMR (600 MHz, CD... Starting materials: CN(C)C=O, CCO, Fc1ccc2c(-c3ccc(OCC4CO4)cc3)noc2c1, NCC(O)c1ccccc1. Product: OC(CNCC(O)c1ccccc1)COc1ccc(-c2noc3cc(F)ccc23)cc1. As a reaction SMILES: [CH3:32][N:33]([CH3:34])[CH:35]=[O:36].[CH3:37][CH2:38][OH:39].[F:1][c:2]1[cH:3][c:4]2[c:5]([c:6](-[c:9]3[cH:10][cH:11][c:12]([O:15][CH2:16][CH:17]4[O:18][CH2:19]4)[cH:13][cH:14]3)[n:7][o:8]2)[cH:20][cH:21]1.[NH2:22][CH2:23][CH:24]([OH:25])[c:26]1[cH:27][cH:28][cH:29][cH:30][cH:31]1>>[F:1][c:2]1[cH:3][c:4]2[c:5]([c:6](-[c:9]3[cH:10][cH:11][c:12]([O:15][CH2:16][CH:17]([OH:18])[CH2:19][NH:22][CH2:23][CH:24]([OH:25])[c:26]4[cH:27][cH:28][cH:29][cH:30][cH:31]4)[cH:13][cH:14]3)[n:7][o:8]2)[cH:20][cH:21]1. Reactants: CC(C)(C)OC(=O)CBr, CCOCC, NCCCCO. Product: CC(C)(C)OC(=O)CNCCCCO. RXN SMILES: [Br:7][CH2:8][C:9](=[O:10])[O:11][C:12]([CH3:13])([CH3:14])[CH3:15].[CH3:16][CH2:17][O:18][CH2:19][CH3:20].[OH:1][CH2:2][CH2:3][CH2:4][CH2:5][NH2:6]>>[OH:1][CH2:2][CH2:3][CH2:4][CH2:5][NH:6][CH2:8][C:9](=[O:10])[O:11][C:12]([CH3:13])([CH3:14])[CH3:15].